Dataset: the Open Reaction Database (ORD), a public repository of structured organic reaction records. Task: describe an organic reaction: reactants, conditions, products, and yield Reactants: C(=O)(C(F)(F)F)O (TFA), ClC=1C(=C(C=CC1)NC(=O)C1=CC(=CC=2NC(=NC21)NCC(=O)OC(C)(C)C)NC(=O)C2=C(C=CC=C2)C(F)(F)F)C (tert-butyl N-{4-[(3-chloro-2-methylphenyl)carbamoyl]-6-({[2-(trifluoro methyl)phenyl]carbonyl}amino)-1H-benzimidazol-2-yl}glycinate). Run in C(Cl)Cl (methylene chloride). Reaction conditions: time 1 hour. The product is ClC=1C(=C(C=CC1)NC(=O)C1=CC(=CC=2NC(=NC21)NCC(=O)O)NC(=O)C2=C(C=CC=C2)C(F)(F)F)C (N-{4-[(3-chloro-2-methylphenyl)carbamoyl]-6-({[2-(trifluoro methyl)phenyl]carbonyl}amino)-1H-benzimidazol-2-yl}glycine). The yield is 58.0%. Reaction SMILES: C(O)(C(F)(F)F)=O.[Cl:8][C:9]1[C:10]([CH3:49])=[C:11]([NH:15][C:16]([C:18]2[C:26]3[N:25]=[C:24]([NH:27][CH2:28][C:29]([O:31]C(C)(C)C)=[O:30])[NH:23][C:22]=3[CH:21]=[C:20]([NH:36][C:37]([C:39]3[CH:44]=[CH:43][CH:42]=[CH:41][C:40]=3[C:45]([F:48])([F:47])[F:46])=[O:38])[CH:19]=2)=[O:17])[CH:12]=[CH:13][CH:14]=1>C(Cl)Cl>[Cl:8][C:9]1[C:10]([CH3:49])=[C:11]([NH:15][C:16]([C:18]2[C:26]3[N:25]=[C:24]([NH:27][CH2:28][C:29]([OH:31])=[O:30])[NH:23][C:22]=3[CH:21]=[C:20]([NH:36][C:37]([C:39]3[CH:44]=[CH:43][CH:42]=[CH:41][C:40]=3[C:45]([F:46])([F:47])[F:48])=[O:38])[CH:19]=2)=[O:17])[CH:12]=[CH:13][CH:14]=1. Procedure details: TFA (1 mL) was added to a solution of tert-butyl N-{4-[(3-chloro-2-methylphenyl)carbamoyl]-6-({[2-(trifluoro methyl)phenyl]carbonyl}amino)-1H-benzimidazol-2-yl}glycinate (95 mg) in methylene chloride (2 mL), and the mixture was stirred for 1 hour at room temperature, and concentrated. The residue was neutralized with 1N aqueous NaOH under ice-cooling and extracted with EtOAc. The ethyl acetate layer was dried over anhydrous magnesium sulfate and concentrated. The residue was purified on column c... The reactants are ClC1=NN=C2N1C=C(C=C2)F (3-Chloro-6-fluoro-[1,2,4]triazolo[4,3-a]pyridine), Cl.O[C@@H]1CNCCC1 ((S)-3-hydroxypiperidine hydrochloride), CCN(C(C)C)C(C)C (DIPEA). Solvent: CC(=O)N(C)C (DMA). Reaction conditions: temperature 175 celsius. Product: FC=1C=CC=2N(C1)C(=NN2)N2C[C@H](CCC2)O ((S)-1-(6-Fluoro-[1,2,4]triazolo[4,3-a]pyridin-3-yl)-piperidin-3-ol). Yield: 37.5%. As a reaction SMILES: Cl[C:2]1[N:6]2[CH:7]=[C:8]([F:11])[CH:9]=[CH:10][C:5]2=[N:4][N:3]=1.Cl.[OH:13][C@H:14]1[CH2:19][CH2:18][CH2:17][NH:16][CH2:15]1.CCN(C(C)C)C(C)C>CC(N(C)C)=O>[F:11][C:8]1[CH:9]=[CH:10][C:5]2[N:6]([C:2]([N:16]3[CH2:17][CH2:18][CH2:19][C@H:14]([OH:13])[CH2:15]3)=[N:3][N:4]=2)[CH:7]=1 |f:1.2|. Reported procedure: A mixture of Intermediate 24b (394 mg, 2.30 mmol), (S)-3-hydroxypiperidine hydrochloride (1.00 g, 7.27 mmol) and DIPEA (1.27 mL, 7.30 mmol) in DMA (8 mL) was heated in the microwave at 170-180° C. for 9.5 h. The cooled mixture was concentrated in vacuo and applied to an SCX-2 cartridge (70 g), washing with methanol then eluting basic components with 0.4-2 M ammonia in methanol. Product containing fractions were combined and concentrated in vacuo. The residue was purified by FCC, using 0-20% MeOH... Starting materials: C[O-].[Na+] (sodium methanolate), compound ( 23 ), C(#N)C(=CC=1C=NC=CC1)C1=CN(C2=CC=C(C=C12)O)C(=O)OC(C)(C)C (tert-butyl 3-(1-cyano-2-(pyridin-3-yl)vinyl)-5-hydroxy-1H-indole-1-carboxylate), C(C)(C)I (isopropyl iodide), C([O-])([O-])=O.[K+].[K+] (potassium carbonate). Solvent: CCCCCCC (heptane), CCCCCCC (heptane), C(C)OCC (diethyl ether), CS(=O)C (DMSO). Reaction conditions: time 1 hour. Yields the product C(C)(C)OC=1C=C2C(=CNC2=CC1)/C(/C#N)=C/C=1C=NC=CC1 ((Z)-2-(5-isopropoxy-1H-indol-3-yl)-3-pyridin-3-yl-acrylonitrile). As a reaction SMILES: [C:1]([C:3]([C:11]1[C:19]2[C:14](=[CH:15][CH:16]=[C:17]([OH:20])[CH:18]=2)[N:13](C(OC(C)(C)C)=O)[CH:12]=1)=[CH:4][C:5]1[CH:6]=[N:7][CH:8]=[CH:9][CH:10]=1)#[N:2].[CH:28](I)([CH3:30])[CH3:29].C(=O)([O-])[O-].[K+].[K+].C[O-].[Na+]>CS(C)=O.CCCCCCC.C(OCC)C>[CH:28]([O:20][C:17]1[CH:18]=[C:19]2[C:14](=[CH:15][CH:16]=1)[NH:13][CH:12]=[C:11]2/[C:3](=[CH:4]/[C:5]1[CH:6]=[N:7][CH:8]=[CH:9][CH:10]=1)/[C:1]#[N:2])([CH3:30])[CH3:29] |f:2.3.4,5.6|. Procedure: To a solution of tert-butyl 3-(1-cyano-2-(pyridin-3-yl)vinyl)-5-hydroxy-1H-indole-1-carboxylate (see example 22) (110 mg, 0.30 mmol, 1.0 eq.) and isopropyl iodide (40 μL, 0.40 mmol, 1.3 eq.) in DMSO (8 mL) was added potassium carbonate (100 mg, 0.73 mmol, 2.4 eq.). The reaction apparatus was protected from light and the mixture was stirred at room temperature for 24 hours before sodium methanolate (41 mg, 0.75 mmol, 2.5 eq.) was added. The reaction was pursued at room temperature for 1 hour, and...